This data is from the Open Reaction Database (ORD), a public repository of structured organic reaction records. The task is: describe an organic reaction: reactants, conditions, products, and yield Starting materials: Cl (Hydrogen chloride), ClC1=CC=C(S1)C(=O)CC(C#N)C#N ([(5-chloro-2-thenoyl)methyl]malononitrile), CCOCC (ether), C(Cl)(Cl)Cl (chloroform), ice water. Solvent: CCCCCC.CCOCC (hexane ether). Yields the product ClC=1NC(=CC1C#N)C=1SC(=CC1)Cl (2-Chloro-5-(5-Chloro-2-Thienyl)Pyrrole-3-Carbonitrile). RXN SMILES: Cl.[Cl:2][C:3]1[S:7][C:6]([C:8]([CH2:10][CH:11]([C:14]#[N:15])[C:12]#[N:13])=O)=[CH:5][CH:4]=1.CCOCC.C(Cl)(Cl)[Cl:22]>CCCCCC.CCOCC>[Cl:22][C:12]1[NH:13][C:8]([C:6]2[S:7][C:3]([Cl:2])=[CH:4][CH:5]=2)=[CH:10][C:11]=1[C:14]#[N:15] |f:4.5|. Procedure details: Hydrogen chloride gas is bubbled through a mixture of [(5-chloro-2-thenoyl)methyl]malononitrile (4.60 g, 20.5 mmol), ether and chloroform at a moderate rate for 20 minutes. The reaction mixture is poured into an ice-water mixture and extracted with ether. The combined organic extracts are dried over MgSO4 and concentrated in vacuo to give a brown solid. The solid is mixed with a hexane/ether solution and filtered to obtain the title product as a brown solid, mp >200° C. Isolated yield 20.9%. Procedure: A suspension of 98.5 mg (0.25 mmol) of 7-(6-chloro-pyridin-3-ylmethoxy)-2-methyl-4-pyrrolidin-1-yl-quinoline hydrochloride, product of example 56, in 0.44 ml (5 mmol) of morpholine was heated under nitrogen at 60° C. (oil bath temperature) for 23 h and further 72 h at 100° C. The mixture was cooled to RT and partitioned between EtOAc and water. The organic layer was separated, washed with water, dried over magnesium acetate and concentrated in vacuo. The residue was taken up in ether (20 ml), in... Reaction SMILES: Cl.[Cl:2][C:3]1[N:8]=[CH:7][C:6]([CH2:9][O:10][C:11]2[CH:20]=[C:19]3[C:14]([C:15]([N:22]4[CH2:26][CH2:25][CH2:24][CH2:23]4)=[CH:16][C:17]([CH3:21])=[N:18]3)=[CH:13][CH:12]=2)=[CH:5][CH:4]=1.[NH:27]1[CH2:32][CH2:31][O:30][CH2:29][CH2:28]1>>[ClH:2].[CH3:21][C:17]1[CH:16]=[C:15]([N:22]2[CH2:26][CH2:25][CH2:24][CH2:23]2)[C:14]2[C:19](=[CH:20][C:11]([O:10][CH2:9][C:6]3[CH:7]=[N:8][C:3]([N:27]4[CH2:32][CH2:31][O:30][CH2:29][CH2:28]4)=[CH:4][CH:5]=3)=[CH:12][CH:13]=2)[N:18]=1 |f:0.1,3.4|. Product: Cl.CC1=NC2=CC(=CC=C2C(=C1)N1CCCC1)OCC=1C=NC(=CC1)N1CCOCC1 (2-methyl-7-(6-morpholin-4-yl-pyridin-3-ylmethoxy)-4-pyrrolidin-1-yl-quinoline hydrochloride). The reactants are Cl.ClC1=CC=C(C=N1)COC1=CC=C2C(=CC(=NC2=C1)C)N1CCCC1 (7-(6-chloro-pyridin-3-ylmethoxy)-2-methyl-4-pyrrolidin-1-yl-quinoline hydrochloride), product, N1CCOCC1 (morpholine). Reactants: C(C)(C)C1=CN=C(S1)NC(=O)NC1=CC(=CC=C1)I (N-(5-isopropyl-1,3-thiazol-2-yl)-N′-(3-iodophenyl)urea), CN(C(N(C)C)=N)C (tetramethylguanidine), D,L-1-butyn-3-ol, bis(triphenylphosphine)palladium(II)dihydrochloride, [I-] (iodide), O (water). The solvent is CN(C=O)C (N,N-dimethylformamide). Yields the product OC(C#CC=1C=C(C=CC1)NC(=O)NC=1SC(=CN1)C(C)C)C (N-[3-(3-hydroxy-1-butynyl)phenyl]-N′-(5-isopropyl-1,3-thiazol-2-yl)urea). As a reaction SMILES: [CH:1]([C:4]1[S:8][C:7]([NH:9][C:10]([NH:12][C:13]2[CH:18]=[CH:17][CH:16]=[C:15](I)[CH:14]=2)=[O:11])=[N:6][CH:5]=1)([CH3:3])[CH3:2].CN(C)C(=N)N(C)C.[I-].[OH2:29]>CN(C)C=O>[OH:29][CH:4]([CH3:5])[C:1]#[C:2][C:15]1[CH:14]=[C:13]([NH:12][C:10]([NH:9][C:7]2[S:8][C:4]([CH:1]([CH3:3])[CH3:2])=[CH:5][N:6]=2)=[O:11])[CH:18]=[CH:17][CH:16]=1. Reported procedure: To a solution of 0.2 g (0.56 mmol) of N-(5-isopropyl-1,3-thiazol-2-yl)-N′-(3-iodophenyl)urea in 3 ml of anhydrous N,N-dimethylformamide 0.6 ml of tetramethylguanidine, 0.088 ml (1.126 mmol) of D,L-1-butyn-3-ol, 19 mg (0.027 mmol) of bis(triphenylphosphine)palladium(II)dihydrochloride and 5.8 mg (0.03 mmol) of rameous iodide under argon were added successively. After 5 hours water was added and the mixture extracted with ethylacetate. The organic layer was washed with brine, dried over sodium sul... The reactants are CC1=CC2=C(NC(CC(=N2)C2=CC=C(C=C2)N2C(=NC=3C=NC=CC32)C)=S)C=C1C (2,3-Dihydro-7,8-dimethyl-4-[4-(2-methylimidazo[4,5-c]pyrid-1-yl)phenyl]-1H-[1,5]benzodiazepin-2-thione), mercuric oxide, N (ammonia). Solvent: CO (methanol), C(CCC)O (n-butanol). Reaction conditions: temperature 120 celsius, time 3 hour. Yields the product NC=1CC(=NC2=C(N1)C=C(C(=C2)C)C)C2=CC=C(C=C2)N2C(=NC=1C=NC=CC12)C (2-Amino-7,8-dimethyl-4-[4(2-methylimidazo[4,5-c]pyrid-1-yl)-phenyl]-3H-[1,5]benzodiazepine). Yield: 38.0%. As a reaction SMILES: [CH3:1][C:2]1[C:29]([CH3:30])=[CH:28][C:5]2[NH:6][C:7](=S)[CH2:8][C:9]([C:11]3[CH:16]=[CH:15][C:14]([N:17]4[C:25]5[CH:24]=[CH:23][N:22]=[CH:21][C:20]=5[N:19]=[C:18]4[CH3:26])=[CH:13][CH:12]=3)=[N:10][C:4]=2[CH:3]=1.[NH3:31]>C(O)CCC.CO>[NH2:31][C:7]1[CH2:8][C:9]([C:11]2[CH:16]=[CH:15][C:14]([N:17]3[C:25]4[CH:24]=[CH:23][N:22]=[CH:21][C:20]=4[N:19]=[C:18]3[CH3:26])=[CH:13][CH:12]=2)=[N:10][C:4]2[CH:3]=[C:2]([CH3:1])[C:29]([CH3:30])=[CH:28][C:5]=2[N:6]=1. Reported procedure: A mixture of the thioamide (from Example 19) (2.98 g, 7.24 mmol) and red mercuric oxide (1.57 g, 7.24 mmol) in n-butanol (40 ml) was saturated with ammonia gas at room temperature, and then stirred at 120° C. for 3 hours. After being cooled, the mixture was diluted with methanol (150 ml) and filtered through Arbocel filter aid. The filtrate was concentrated under reduced pressure, and the residue was purified by flash chromatography (eluting with ethyl acetate:methanol:diethylamine=100:10:5). Fr... Starting materials: OC1CN2C(C(CCCCCC=CC3CC3(NC(C2C1)=O)C(=O)NS(=O)(=O)C1CC1)NC(=O)OC(C)(C)C)=O (18-hydroxy-14-tert-butoxycarbonylamino-4-cyclopropylsulfonylaminocarbonyl-2,15-dioxo-3,16-diazatricyclo[14.3.0.04,6]-nonadec-7-ene), C(C1=CN=CC=C1)(=O)Cl (nicotinoyl chloride). Yields the product C(C1=CN=CC=C1)(=O)OC1CN2C(C(CCCCCC=CC3CC3(NC(C2C1)=O)C(=O)NS(=O)(=O)C1CC1)NC(=O)OC(C)(C)C)=O (18-(nicotinoyloxy)-14-tert-butoxycarbonylamino-4-cyclopropylsulfonylaminocarbonyl-2,15-dioxo-3,16-diazatricyclo-[14.3.0.04,6]-nonadec-7-ene). Isolated yield 7.6%. RXN SMILES: [OH:1][CH:2]1[CH2:20][CH:19]2[N:4]([C:5](=[O:39])[CH:6]([NH:31][C:32]([O:34][C:35]([CH3:38])([CH3:37])[CH3:36])=[O:33])[CH2:7][CH2:8][CH2:9][CH2:10][CH2:11][CH:12]=[CH:13][CH:14]3[C:16]([C:22]([NH:24][S:25]([CH:28]4[CH2:30][CH2:29]4)(=[O:27])=[O:26])=[O:23])([NH:17][C:18]2=[O:21])[CH2:15]3)[CH2:3]1.[C:40](Cl)(=[O:47])[C:41]1[CH:46]=[CH:45][CH:44]=[N:43][CH:42]=1>>[C:40]([O:1][CH:2]1[CH2:20][CH:19]2[N:4]([C:5](=[O:39])[CH:6]([NH:31][C:32]([O:34][C:35]([CH3:36])([CH3:38])[CH3:37])=[O:33])[CH2:7][CH2:8][CH2:9][CH2:10][CH2:11][CH:12]=[CH:13][CH:14]3[C:16]([C:22]([NH:24][S:25]([CH:28]4[CH2:30][CH2:29]4)(=[O:27])=[O:26])=[O:23])([NH:17][C:18]2=[O:21])[CH2:15]3)[CH2:3]1)(=[O:47])[C:41]1[CH:46]=[CH:45][CH:44]=[N:43][CH:42]=1. Reported procedure: Prepared by way of method I using 18-hydroxy-14-tert-butoxycarbonylamino-4-cyclopropylsulfonylaminocarbonyl-2,15-dioxo-3,16-diazatricyclo[14.3.0.04,6]-nonadec-7-ene (100 mg, 0.175 mmol) and nicotinoyl chloride (94 mg, 0.53 mmol). The final trituration (diethyl ether/hexane) and filtration gave 9.0 mg (8.0%) of 18-(nicotinoyloxy)-14-tert-butoxycarbonylamino-4-cyclopropylsulfonylaminocarbonyl-2,15-dioxo-3,16-diazatricyclo-[14.3.0.04,6]-nonadec-7-ene as a white powder: 95.0% pure (HPLC), MS m/z 672... As a reaction SMILES: [Br:1][c:2]1[cH:3][c:4]([CH2:16][N:17]([C:18]([O:19][C:20]([CH3:21])([CH3:22])[CH3:23])=[O:24])[CH3:25])[cH:5][n:6]1[S:7](=[O:8])(=[O:9])[c:10]1[cH:11][n:12][cH:13][cH:14][cH:15]1.[CH3:26][c:27]1[c:28]([B:34]([OH:35])[OH:36])[cH:29][cH:30][c:31]([CH3:33])[cH:32]1.[Na+:37].[Na+:38].[O-:39][C:40](=[O:41])[O-:42].[cH:43]1[cH:44][cH:45][c:46]([P:47]([Pd:48]([P:49]([c:50]2[cH:51][cH:52][cH:53][cH:54][cH:55]2)([c:56]2[cH:57][cH:58][cH:59][cH:60][cH:61]2)[c:62]2[cH:63][cH:64][cH:65][cH:66][cH:67]2)([P:68]([c:69]2[cH:70][cH:71][cH:72][cH:73][cH:74]2)([c:75]2[cH:76][cH:77][cH:78][cH:79][cH:80]2)[c:81]2[cH:82][cH:83][cH:84][cH:85][cH:86]2)[P:87]([c:88]2[cH:89][cH:90][cH:91][cH:92][cH:93]2)([c:94]2[cH:95][cH:96][cH:97][cH:98][cH:99]2)[c:100]2[cH:101][cH:102][cH:103][cH:104][cH:105]2)([c:106]2[cH:107][cH:108][cH:109][cH:110][cH:111]2)[c:112]2[cH:113][cH:114][cH:115][cH:116][cH:117]2)[cH:118][cH:119]1>>[c:2]1(-[c:28]2[c:27]([CH3:26])[cH:32][c:31]([CH3:33])[cH:30][cH:29]2)[cH:3][c:4]([CH2:16][N:17]([C:18]([O:19][C:20]([CH3:21])([CH3:22])[CH3:23])=[O:24])[CH3:25])[cH:5][n:6]1[S:7](=[O:8])(=[O:9])[c:10]1[cH:11][n:12][cH:13][cH:14][cH:15]1. Starting materials: CN(Cc1cc(Br)n(S(=O)(=O)c2cccnc2)c1)C(=O)OC(C)(C)C, Cc1ccc(B(O)O)c(C)c1, [Na+], [Na+], O=C([O-])[O-], c1ccc(P(c2ccccc2)(c2ccccc2)[Pd](P(c2ccccc2)(c2ccccc2)c2ccccc2)(P(c2ccccc2)(c2ccccc2)c2ccccc2)P(c2ccccc2)(c2ccccc2)c2ccccc2)cc1. The product is Cc1ccc(-c2cc(CN(C)C(=O)OC(C)(C)C)cn2S(=O)(=O)c2cccnc2)c(C)c1. The reactants are S(=O)(Cl)Cl (Thionyl chloride), OC12CC3C(C(CC(C1)C3)C2)CCN2CC3CCC(C2)CC3 (3-[2-(5-hydroxy-2-adamantyl) ethyl]-3-azabicyclo[3.2.2] nonane). The product is ClC12CC3C(C(CC(C1)C3)C2)CCN2CC3CCC(C2)CC3 (3-[2-(5-chloro-2-adamantyl)ethyl]-3-azabicyclo[3.2.2] nonane). Reaction SMILES: S(Cl)([Cl:3])=O.O[C:6]12[CH2:15][CH:10]3[CH2:11][CH:12]([CH2:14][CH:8]([CH:9]3[CH2:16][CH2:17][N:18]3[CH2:24][CH:23]4[CH2:25][CH2:26][CH:20]([CH2:21][CH2:22]4)[CH2:19]3)[CH2:7]1)[CH2:13]2>>[Cl:3][C:6]12[CH2:15][CH:10]3[CH2:11][CH:12]([CH2:14][CH:8]([CH:9]3[CH2:16][CH2:17][N:18]3[CH2:24][CH:23]4[CH2:25][CH2:26][CH:20]([CH2:21][CH2:22]4)[CH2:19]3)[CH2:7]1)[CH2:13]2. Procedure details: Thionyl chloride 5 ml was added to 3-[2-(5-hydroxy-2-adamantyl) ethyl]-3-azabicyclo[3.2.2] nonane 59.5 mg obtained in example 2 and refluxed for 16 hours. Reaction mixture was concentrated in vacuo and saturated sodium bicarbonate was added to the residue to set to alkaline pH, then extracted with chloroform. The extract was dried by adding ahnydrous sodium sulfate. After removal of drying agent, the filtrate was concentrated in vacuo, and the residue was purified by means of silica gel column c... Starting materials: CC(C)(C)[S@@](=O)N[C@@](C(F)F)(C(C=O)(F)F)C1=C(C=CC=C1)F ((R)-2-methyl-N—((S)-1,1,3,3-tetrafluoro-2-(2-fluorophenyl)-4-oxo-butan-2-yl)propane-2-sulfinamide), C(C)OP(=O)(OCC)CC(=O)OCC (ethyl 2-diethoxyphosphorylacetate), C(C)(C)N(C(C)C)CC (DIPEA), [Li+].[Cl-] (LiCl). Solvent: C(C)#N (acetonitrile), C(C)#N (acetonitrile). Run at temperature 25 celsius, time 20 minute. The product is C(C)(C)(C)[S@@](=O)N[C@](C(C=CC(=O)OCC)(F)F)(C(F)F)C1=C(C=CC=C1)F (ethyl (S)-5-(((R)-tert-butylsulfinyl)amino)-4,4,6,6-tetrafluoro-5-(2-fluorophenyl)hex-2-enoate). The yield is 52.0%. RXN SMILES: [Li+].[Cl-].C(OP([CH2:11][C:12]([O:14][CH2:15][CH3:16])=[O:13])(OCC)=O)C.C(N(CC)C(C)C)(C)C.[CH3:26][C:27]([S@:30]([NH:32][C@:33]([C:42]1[CH:47]=[CH:46][CH:45]=[CH:44][C:43]=1[F:48])([C:37]([F:41])([F:40])[CH:38]=O)[CH:34]([F:36])[F:35])=[O:31])([CH3:29])[CH3:28]>C(#N)C>[C:27]([S@:30]([NH:32][C@@:33]([C:42]1[CH:47]=[CH:46][CH:45]=[CH:44][C:43]=1[F:48])([CH:34]([F:35])[F:36])[C:37]([F:40])([F:41])[CH:38]=[CH:11][C:12]([O:14][CH2:15][CH3:16])=[O:13])=[O:31])([CH3:26])([CH3:28])[CH3:29] |f:0.1|. Procedure: To a stirred suspension of LiCl (405 mg, 9.56 mmol) in acetonitrile (30 mL) under N2 were added ethyl 2-diethoxyphosphorylacetate (2.14 g, 9.56 mmol) and DIPEA (N,N-diisopropylethylamine) (2.06 g, 15.94 mmol) at 0° C. After 20 min, (R)-2-methyl-N—((S)-1,1,3,3-tetrafluoro-2-(2-fluorophenyl)-4-oxo-butan-2-yl)propane-2-sulfinamide (2.85 g, 7.97 mmol) in acetonitrile (10 mL) was added dropwise to the mixture at 0° C. and the mixture was stirred at 25° C. for 17.5 hours. The reaction mixture was conc... Reactants: Nc1ccccc1Cl, ClC(Cl)Cl, Nc1cccc(Cl)c1C(=O)O, O=S(Cl)Cl, c1ccccc1. Yields the product Nc1cccc(Cl)c1C(=O)Nc1ccccc1Cl. Reaction SMILES: [Cl:16][c:17]1[c:18]([NH2:19])[cH:20][cH:21][cH:22][cH:23]1.[Cl:24][CH:25]([Cl:26])[Cl:27].[NH2:1][c:2]1[c:3]([C:4](=[O:5])[OH:6])[c:7]([Cl:11])[cH:8][cH:9][cH:10]1.[S:12]([Cl:13])([Cl:14])=[O:15].[cH:28]1[cH:29][cH:30][cH:31][cH:32][cH:33]1>>[NH2:1][c:2]1[c:3]([C:4](=[O:6])[NH:19][c:18]2[c:17]([Cl:16])[cH:23][cH:22][cH:21][cH:20]2)[c:7]([Cl:11])[cH:8][cH:9][cH:10]1. The reactants are COc1cc(C(C)=O)cc(OC)c1OC, O=Cc1c[nH]c2c([N+](=O)[O-])cccc12. Product: COc1cc(C(=O)C=Cc2c[nH]c3c([N+](=O)[O-])cccc23)cc(OC)c1OC. As a reaction SMILES: [CH3:1][O:2][c:3]1[cH:4][c:5]([C:13]([CH3:14])=[O:15])[cH:6][c:7]([O:11][CH3:12])[c:8]1[O:9][CH3:10].[N+:16](=[O:17])([O-:18])[c:19]1[cH:20][cH:21][cH:22][c:23]2[c:24]([CH:28]=[O:29])[cH:25][nH:26][c:27]12>>[CH3:1][O:2][c:3]1[cH:4][c:5]([C:13]([CH:14]=[CH:28][c:24]2[c:23]3[cH:22][cH:21][cH:20][c:19]([N+:16](=[O:17])[O-:18])[c:27]3[nH:26][cH:25]2)=[O:15])[cH:6][c:7]([O:11][CH3:12])[c:8]1[O:9][CH3:10].